From a dataset of the Open Reaction Database (ORD), a public repository of structured organic reaction records. describe an organic reaction: reactants, conditions, products, and yield The reactants are CC(C)(C)c1cccc(CBr)c1, [N-]=[N+]=[N-], [Na+], CN(C)C=O, O. The product is CC(C)(C)c1cccc(CN=[N+]=[N-])c1. RXN SMILES: [Br:1][CH2:2][c:3]1[cH:4][c:5]([C:9]([CH3:10])([CH3:11])[CH3:12])[cH:6][cH:7][cH:8]1.[N-:14]=[N+:15]=[N-:16].[Na+:13].[O:18]=[CH:19][N:20]([CH3:21])[CH3:22].[OH2:17]>>[CH2:2]([c:3]1[cH:4][c:5]([C:9]([CH3:10])([CH3:11])[CH3:12])[cH:6][cH:7][cH:8]1)[N:14]=[N+:15]=[N-:16]. The product is COC(=O)c1cc(-c2ccccc2)on1. The reactants are Cc1ccccc1, CO, C[Si](C)(C)C=[N+]=[N-], O=C(O)c1cc(-c2ccccc2)on1. Reaction SMILES: [CH3:22][c:23]1[cH:24][cH:25][cH:26][cH:27][cH:28]1.[CH3:29][OH:30].[Si:15]([CH3:16])([CH:17]=[N+:18]=[N-:19])([CH3:20])[CH3:21].[c:1]1(-[c:7]2[cH:8][c:9]([C:12](=[O:13])[OH:14])[n:10][o:11]2)[cH:2][cH:3][cH:4][cH:5][cH:6]1>>[c:1]1(-[c:7]2[cH:8][c:9]([C:12](=[O:13])[O:14][CH3:16])[n:10][o:11]2)[cH:2][cH:3][cH:4][cH:5][cH:6]1. The reactants are C([C@@H](O)[C@@H](O)[C@H](O)[C@H](O)CO)O (D-Mannitol), S(O)(O)(=O)=O (sulfuric acid). The solvent is CC(=O)C (acetone). Conditions: time 6 hour. The product is [CH2-]C(=O)C.[CH2-]C(=O)C.[CH2-]C(=O)C.C([C@@H](O)[C@@H](O)[C@H](O)[C@H](O)CO)O (D-Mannitol triacetonide). Isolated yield 106.3%. Reaction SMILES: [CH2:1]([OH:12])[C@H:2]([C@H:4]([C@@H:6]([C@@H:8]([CH2:10][OH:11])[OH:9])[OH:7])[OH:5])[OH:3].S(=O)(=O)(O)O>CC(C)=O>[CH2-:1][C:2]([CH3:4])=[O:3].[CH2-:1][C:2]([CH3:4])=[O:3].[CH2-:1][C:2]([CH3:4])=[O:3].[CH2:10]([OH:11])[C@H:8]([C@H:6]([C@@H:4]([C@@H:2]([CH2:1][OH:12])[OH:3])[OH:5])[OH:7])[OH:9] |f:3.4.5.6|. Reported procedure: D-Mannitol (235.6 g, 1.29 mole) is suspended in a solution of acetone (2 L) and concentrated sulfuric acid (16 ml) in a 5 L 3-neck round bottom flask equipped with a mechanical stirrer. The reaction mixture is stirred 6 hours at room temperature. The solid residue is removed by filtration (32.6 g) and the filtrate is poured into 500 ml 1.2N sodium hydroxide at 0° C. The pH of the mixture is adjusted to 7.5 with 3N sodium hydroxide (pH meter) and the acetone is removed in vacuo. The heavy aqueous... The reactants are O=C([O-])[O-], CCS, CCOC(C)=O, CCOC(=O)c1cn(C(C)(C)C)c2nc(Cl)c(F)cc2c1=O, CC(C)=O, [K+], [K+], O. Yields the product CCOC(=O)c1cn(C(C)(C)C)c2nc(SCC)c(F)cc2c1=O. Reaction SMILES: [C:27](=[O:28])([O-:29])[O-:30].[CH2:33]([CH3:34])[SH:35].[CH2:37]([O:38][C:39](=[O:40])[CH3:41])[CH3:42].[CH2:5]([CH3:6])[O:7][C:8](=[O:9])[c:10]1[cH:11][n:12]([C:23]([CH3:24])([CH3:25])[CH3:26])[c:13]2[n:14][c:15]([Cl:22])[c:16]([F:21])[cH:17][c:18]2[c:19]1=[O:20].[CH3:1][C:2](=[O:3])[CH3:4].[K+:31].[K+:32].[OH2:36]>>[CH2:5]([CH3:6])[O:7][C:8](=[O:9])[c:10]1[cH:11][n:12]([C:23]([CH3:24])([CH3:25])[CH3:26])[c:13]2[n:14][c:15]([S:35][CH2:33][CH3:34])[c:16]([F:21])[cH:17][c:18]2[c:19]1=[O:20]. Starting materials: C(C)OC=1C=C(C=CC1OCC)CC#N (3,4-diethoxyphenylacetonitrile), C(C(=O)OCC)(=O)OCC (diethyl oxalate). The solvent is [O-]CC.[Na+] (sodium ethoxide). Yields the product C(#N)C(C(C(=O)OCC)=O)C1=CC(=C(C=C1)OCC)OCC (ethyl 3-cyano-3-(3',4'-diethoxyphenyl)pyruvate). Reaction SMILES: [CH2:1]([O:3][C:4]1[CH:5]=[C:6]([CH2:13][C:14]#[N:15])[CH:7]=[CH:8][C:9]=1[O:10][CH2:11][CH3:12])[CH3:2].[C:16](OCC)(=[O:22])[C:17]([O:19][CH2:20][CH3:21])=[O:18]>[O-]CC.[Na+]>[C:14]([CH:13]([C:6]1[CH:7]=[CH:8][C:9]([O:10][CH2:11][CH3:12])=[C:4]([O:3][CH2:1][CH3:2])[CH:5]=1)[C:16](=[O:22])[C:17]([O:19][CH2:20][CH3:21])=[O:18])#[N:15] |f:2.3|. Procedure details: By following the procedures outlined in Examples 1 and 3, 3,4-diethoxyphenylacetonitrile is reacted with diethyl oxalate in alcoholic sodium ethoxide solution to give ethyl 3-cyano-3-(3',4'-diethoxyphenyl)pyruvate. This compound is similarly reacted with 3,4-diethoxyphenylacetonitrile which results in the formation of 2,5-di-(3',4'-diethoxyphenyl)-3,4-dioxoadiponitrile. The latter is refluxed with water, acetic acid and sulfuric acid to give 3,4,3',4'-tetraethoxypulvinic acid which is treated wi... Starting materials: N1=CC=CC=C1 (pyridine), Cl (hydrochloric acid), O(C1=CC=CC=C1)C=1SC(=CN1)CO ((2-phenoxy-5-thiazolyl)-methanol), CC1([C@@H]([C@H]1C=C1CCCC1)C(=O)Cl)C ((1R,3R) 2,2-dimethyl-3-(cyclopentylidenemethyl)-cyclopropane-1-carboxylic acid chloride). The solvent is C1=CC=CC=C1 (benzene). Conditions: temperature 20 celsius, time 20 hour. The product is CC1([C@@H]([C@H]1C=C1CCCC1)C(=O)OCC1=CN=C(S1)OC1=CC=CC=C1)C ((2-phenoxy-5-thiazolyl)-methyl (1R,3R) 2,2-dimethyl-3-(cyclopentylidenemethyl)-cyclopropane-1-carboxylate). The yield is 52.7%. As a reaction SMILES: [O:1]([C:8]1[S:9][C:10]([CH2:13][OH:14])=[CH:11][N:12]=1)[C:2]1[CH:7]=[CH:6][CH:5]=[CH:4][CH:3]=1.[CH3:15][C:16]1([CH3:28])[C@H:18]([CH:19]=[C:20]2[CH2:24][CH2:23][CH2:22][CH2:21]2)[C@H:17]1[C:25](Cl)=[O:26].N1C=CC=CC=1.Cl>C1C=CC=CC=1>[CH3:15][C:16]1([CH3:28])[C@H:18]([CH:19]=[C:20]2[CH2:21][CH2:22][CH2:23][CH2:24]2)[C@H:17]1[C:25]([O:14][CH2:13][C:10]1[S:9][C:8]([O:1][C:2]2[CH:3]=[CH:4][CH:5]=[CH:6][CH:7]=2)=[N:12][CH:11]=1)=[O:26]. Reported procedure: 2.74 g of (2-phenoxy-5-thiazolyl)-methanol were added to a solution of 2 g of (1R,3R) 2,2-dimethyl-3-(cyclopentylidenemethyl)-cyclopropane-1-carboxylic acid chloride [described in French Pat. No. 74405 published under No. 1,505,423] in 30 ml of benzene and 0.81 ml of pyridine was added dropwise thereto. The mixture was stirred at 20° C. for 20 hours and was poured into dilute aqueous hydrochloric acid. The decanted aqueous phase was extracted with ether and the combined organic phases were dried... Reactants: Cl (HCl), C(C)C1=CC=C(N)C=C1 (4-Ethylaniline), FC=1C(=C(C(=C(C1)F)F)F)F (pentafluorobenzene), [Li]CCCC (n-BuLi). Solvent: O1CCCC1 (tetrahydrofuran). Conditions: time 1 hour. Yields the product FC1=C(C(=C(C=C1F)F)F)NC1=CC=C(C=C1)CC (N-(2′,3′,5′,6′-tetrafluorophenyl)-4-ethylaniline). As a reaction SMILES: [CH2:1]([C:3]1[CH:9]=[CH:8][C:6]([NH2:7])=[CH:5][CH:4]=1)[CH3:2].[Li]CCCC.[F:15][C:16]1[C:17]([F:25])=[C:18](F)[C:19]([F:23])=[C:20]([F:22])[CH:21]=1.Cl>O1CCCC1>[F:15][C:16]1[C:17]([F:25])=[CH:18][C:19]([F:23])=[C:20]([F:22])[C:21]=1[NH:7][C:6]1[CH:8]=[CH:9][C:3]([CH2:1][CH3:2])=[CH:4][CH:5]=1. Reported procedure: 4-Ethylaniline (242.36 g; 2.00 mol) is dissolved in dry tetrahydrofuran (900 ml). A solution of n-BuLi (2.5 M in hexanes, 800 ml; 2.00 mol) is added under N2 with cooling maintaining the reaction temperature below 15°. After stirring for 1 hour at 10°, neat pentafluorobenzene (168.06 g; 1.00 mol) is added with cooling to the mixture, keeping the temperature at 10-20°. The reaction is stirred at ambient temperature for 1.5 hours, then aqueous HCl (6 N; 500 ml) is added slowly with vigorous stirri... Reactants: CS(=O)(=O)C1=CC=C(CC2N(CCC(C2)C2=CC(NO2)=O)C(=O)OC)C=C1 (Methyl 2-(4-(methylsulfonyl)benzyl)-4-(3-oxo-2,3-dihydroisoxazol-5-yl)piperidine-1-carboxylate), CCCCCCC.CCO (Heptane EtOH), CCCCCCC.CC(C)O (Heptane IPA). Solvent: C(C)#N (acetonitrile). Product: CS(=O)(=O)C1=CC=C(C[C@@H]2N(CC[C@@H](C2)C2=CC(NO2)=O)C(=O)OC)C=C1 ((2R,4S)-Methyl 2-(4-(methylsulfonyl)benzyl)-4-(3-oxo-2,3-dihydroisoxazol-5-yl)piperidine-1-carboxylate). The yield is 23.1%. Reaction SMILES: [CH3:1][S:2]([C:5]1[CH:27]=[CH:26][C:8]([CH2:9][CH:10]2[CH2:15][CH:14]([C:16]3[O:20][NH:19][C:18](=[O:21])[CH:17]=3)[CH2:13][CH2:12][N:11]2[C:22]([O:24][CH3:25])=[O:23])=[CH:7][CH:6]=1)(=[O:4])=[O:3].CCCCCCC.CC(O)C.CCCCCCC.CCO>C(#N)C>[CH3:1][S:2]([C:5]1[CH:27]=[CH:26][C:8]([CH2:9][C@H:10]2[CH2:15][C@@H:14]([C:16]3[O:20][NH:19][C:18](=[O:21])[CH:17]=3)[CH2:13][CH2:12][N:11]2[C:22]([O:24][CH3:25])=[O:23])=[CH:7][CH:6]=1)(=[O:4])=[O:3] |f:1.2,3.4|. Procedure details: Methyl 2-(4-(methylsulfonyl)benzyl)-4-(3-oxo-2,3-dihydroisoxazol-5-yl)piperidine-1-carboxylate (1 g, 2.54 mmol) was subjected to chiral preparative HPLC in two steps (first using Column: Chiralcel OJ (250×50), 20 μm particle size, mobile phase: Heptane/IPA/FA 30/70/0.1, flow rate 120 mL/min and then using Column: Chiralpak AD (250×50), 20 μm particle size, mobile phase: Heptane/EtOH/FA 40/60/0.1, flow rate 120 mL/min) to yield (2R,4S)-Methyl 2-(4-(methylsulfonyl)benzyl)-4-(3-oxo-2,3-dihydroisoxa... Starting materials: BrC=1C=C(C=CC1)C (3-bromotoluene), NC=1C=NC=CC1 (3-aminopyridine). Run at time 20 hour. The product is C1(=CC(=CC=C1)N1CC(=CC=C1)N)C (N-(m-Tolyl)-3-aminopyridine). The yield is 96.6%. Reaction SMILES: Br[C:2]1[CH:3]=[C:4]([CH3:8])[CH:5]=[CH:6][CH:7]=1.[NH2:9][C:10]1[CH:11]=[N:12][CH:13]=[CH:14][CH:15]=1>>[C:4]1([CH3:8])[CH:5]=[CH:6][CH:7]=[C:2]([N:12]2[CH:13]=[CH:14][CH:15]=[C:10]([NH2:9])[CH2:11]2)[CH:3]=1. Procedure details: Following the general procedure using 3-bromotoluene (121 μL, 1.00 mmol) and 3-aminopyridine (113 mg, 1.20 mmol), the reaction was stirred for 20 h at rt. Column chromatography on silica gel (eluting with 40% EtOAc/hexanes) afforded the product as an off-white solid (180 mg, 98%).